This data is from the Open Reaction Database (ORD), a public repository of structured organic reaction records. The task is: describe an organic reaction: reactants, conditions, products, and yield Starting materials: ClCC(C)=O (1-chloro-2-propanone), ice water, [H-].[Na+] (NaH), COC1=CC=C(C=C1)N1CCN(CC1)C1=CC=C(C=C1)N1C(NN=C1)=O (2,4-dihydro-4-[4-[4-(4-methoxyphenyl)-1-piperazinyl]phenyl]-3H-1,2,4-triazol-3-one). Solvent: CN(C)C=O (DMF), CN(C)C=O (DMF). Conditions: temperature 50 celsius, time 30 minute. Yields the product COC1=CC=C(C=C1)N1CCN(CC1)C1=CC=C(C=C1)N1C(N(N=C1)CC(C)=O)=O (2,4dihydro-4-[4-[4-(4-methoxy-phenyl)-1-piperazinyl]phenyl]-2-(2-oxopropyl)-3H-1,2,4-triazol-3-one). Yield: 1.6%. As a reaction SMILES: [H-].[Na+].[CH3:3][O:4][C:5]1[CH:10]=[CH:9][C:8]([N:11]2[CH2:16][CH2:15][N:14]([C:17]3[CH:22]=[CH:21][C:20]([N:23]4[CH:27]=[N:26][NH:25][C:24]4=[O:28])=[CH:19][CH:18]=3)[CH2:13][CH2:12]2)=[CH:7][CH:6]=1.Cl[CH2:30][C:31](=[O:33])[CH3:32]>CN(C=O)C>[CH3:3][O:4][C:5]1[CH:10]=[CH:9][C:8]([N:11]2[CH2:12][CH2:13][N:14]([C:17]3[CH:22]=[CH:21][C:20]([N:23]4[CH:27]=[N:26][N:25]([CH2:30][C:31](=[O:33])[CH3:32])[C:24]4=[O:28])=[CH:19][CH:18]=3)[CH2:15][CH2:16]2)=[CH:7][CH:6]=1 |f:0.1|. Reported procedure: Reaction under N2 atmosphere. NaH 60% (0.12 mol) was added to 2,4-dihydro-4-[4-[4-(4-methoxyphenyl)-1-piperazinyl]phenyl]-3H-1,2,4-triazol-3-one (0.1 mol) in DMF, and stirred for 30 minutes at 50° C. A solution of 1-chloro-2-propanone (0.1 mol) in DMF was added dropwise and the resulting reaction mixture was stirred overnight at 50° C. The reaction mixture was cooled, poured out into ice-water and the resulting precipitate was filtered off, washed with water, and dried. This fraction was recryst...